Task: describe an organic reaction: reactants, conditions, products, and yield. Dataset: the Open Reaction Database (ORD), a public repository of structured organic reaction records The product is Oc1ccc(O)c(C(F)(F)F)c1. Starting materials: BrB(Br)Br, CCOc1ccc(O)c(C(F)(F)F)c1, ClCCl, O. RXN SMILES: [B:1]([Br:2])([Br:3])[Br:4].[CH2:5]([CH3:6])[O:7][c:8]1[cH:9][c:10]([C:15]([F:16])([F:17])[F:18])[c:11]([OH:14])[cH:12][cH:13]1.[Cl:20][CH2:21][Cl:22].[OH2:19]>>[OH:7][c:8]1[cH:9][c:10]([C:15]([F:16])([F:17])[F:18])[c:11]([OH:14])[cH:12][cH:13]1. The reactants are Cl.FC([C@H]([C@@H](CO)NN)C)(F)F ((2S,3S)-4,4,4-Trifluoro-2-hydrazino-3-methyl-butan-1-ol HCl). The reagents and catalysts are O=[Pt]=O (PtO2). The solvent is CO (MeOH), Cl (HCl). Conditions: time 1 hour. Product: Cl.N[C@H](CO)[C@@H](C(F)(F)F)C ((2S,3S)-2-Amino-4,4,4-trifluoro-3-methyl-butan-1-ol HCl). Reaction SMILES: [ClH:1].[F:2][C:3]([F:12])([F:11])[C@@H:4]([CH3:10])[C@H:5]([NH:8]N)[CH2:6][OH:7]>CO.Cl.O=[Pt]=O>[ClH:1].[NH2:8][C@@H:5]([C@H:4]([CH3:10])[C:3]([F:12])([F:11])[F:2])[CH2:6][OH:7] |f:0.1,5.6|. Procedure details: (2S,3S)-4,4,4-Trifluoro-2-hydrazino-3-methyl-butan-1-ol HCl (130 g, 0.623 mole) was dissolved in 1.4 L MeOH with 60 mL concentrated HCl. The solution was hydrogenated with 10 g PtO2 at 50 psig for 12 hours. The mixture was filtered and the filter washed with 1 L MeOH. The MeOH was removed to dryness under vacuum at 30-40° C. The solid was chased with two portions of 1 L MeOH. The solid was stirred with 0.5 L MeOH for 1 hour and the NH4Cl was removed by filtration. To remove more NH4Cl, the filtr...